Dataset: the Open Reaction Database (ORD), a public repository of structured organic reaction records. Task: describe an organic reaction: reactants, conditions, products, and yield Starting materials: COC=1C=C(C[C@@H]2NCCC3=CC(=C(C=C23)OC)OC)C=CC1OC ((1S)-1-(3,4-Dimethoxy-benzyl)-6,7-dimethoxy-1,2,3,4-tetrahydroisoquinoline), BrCC(=O)Br (2-bromoacetyl bromide), N1=C(C=CC=C1)CN (2-picolylamine). Product: COC=1C=C(C[C@@H]2N(CCC3=CC(=C(C=C23)OC)OC)CC(=O)NCC2=NC=CC=C2)C=CC1OC (2-[(1S)-1-(3,4-Dimethoxy-benzyl)-6,7-dimethoxy-3,4-dihydro-1H-isoquinolin-2-yl]-N-(pyridin-2-yl-methyl)-acetamide). RXN SMILES: [CH3:1][O:2][C:3]1[CH:4]=[C:5]([CH:21]=[CH:22][C:23]=1[O:24][CH3:25])[CH2:6][C@H:7]1[C:16]2[C:11](=[CH:12][C:13]([O:19][CH3:20])=[C:14]([O:17][CH3:18])[CH:15]=2)[CH2:10][CH2:9][NH:8]1.Br[CH2:27][C:28](Br)=[O:29].[N:31]1[CH:36]=[CH:35][CH:34]=[CH:33][C:32]=1[CH2:37][NH2:38]>>[CH3:1][O:2][C:3]1[CH:4]=[C:5]([CH:21]=[CH:22][C:23]=1[O:24][CH3:25])[CH2:6][C@H:7]1[C:16]2[C:11](=[CH:12][C:13]([O:19][CH3:20])=[C:14]([O:17][CH3:18])[CH:15]=2)[CH2:10][CH2:9][N:8]1[CH2:27][C:28]([NH:38][CH2:37][C:32]1[CH:33]=[CH:34][CH:35]=[CH:36][N:31]=1)=[O:29]. Procedure: prepared by reaction of (1S)-1-(3,4-Dimethoxy-benzyl)-6,7-dimethoxy-1,2,3,4-tetrahydroisoquinoline and 2-bromoacetyl bromide with 2-picolylamine Reactants: [Br-], CC[Mg+], CCOC(C)=O, CN(C)C=O, Clc1cc2c(cc1Cn1c(C3OCCO3)nc(Br)c1Br)OCO2, Cl, C1CCOC1. Product: O=Cc1c(Br)nc(C2OCCO2)n1Cc1cc2c(cc1Cl)OCO2. As a reaction SMILES: [Br-:29].[CH2:30]([Mg+:31])[CH3:32].[CH3:34][CH2:35][O:36][C:37](=[O:38])[CH3:39].[CH3:40][N:41]([CH3:42])[CH:43]=[O:44].[Cl:1][c:2]1[c:3]([CH2:11][n:12]2[c:13]([CH:19]3[O:20][CH2:21][CH2:22][O:23]3)[n:14][c:15]([Br:18])[c:16]2[Br:17])[cH:4][c:5]2[c:6]([cH:10]1)[O:7][CH2:8][O:9]2.[ClH:33].[O:24]1[CH2:25][CH2:28][CH2:27][CH2:26]1>>[Cl:1][c:2]1[c:3]([CH2:11][n:12]2[c:13]([CH:19]3[O:20][CH2:21][CH2:22][O:23]3)[n:14][c:15]([Br:18])[c:16]2[CH:25]=[O:24])[cH:4][c:5]2[c:6]([cH:10]1)[O:7][CH2:8][O:9]2. Reactants: II (Iodine), I(=O)(=O)O (iodic acid), COC(=O)C1=CC=CC2=CC(=CC=C12)OC (6-methoxy-1-naphthalenecarboxylic acid methyl ester), S([O-])(O)=O.[Na+] (sodium bisulfite). Solvent: C(C)(=O)O (acetic acid), S(O)(O)(=O)=O (sulfuric acid), O (water). Run at temperature 50 celsius. Product: COC(=O)C1=CC=CC2=C(C(=CC=C12)OC)I (5-Iodo-6-methoxy-1-naphthalenecarboxylic Acid Methyl Ester). As a reaction SMILES: [I:1]I.I(O)(=O)=O.[CH3:7][O:8][C:9]([C:11]1[C:20]2[C:15](=[CH:16][C:17]([O:21][CH3:22])=[CH:18][CH:19]=2)[CH:14]=[CH:13][CH:12]=1)=[O:10].S(=O)(O)[O-].[Na+]>C(O)(=O)C.S(=O)(=O)(O)O.O>[CH3:7][O:8][C:9]([C:11]1[C:20]2[C:15](=[C:16]([I:1])[C:17]([O:21][CH3:22])=[CH:18][CH:19]=2)[CH:14]=[CH:13][CH:12]=1)=[O:10] |f:3.4|. Procedure: Iodine (7.08 g) and iodic acid (2.78 g) were added to a stirred solution of 6-methoxy-1-naphthalenecarboxylic acid methyl ester [15 g, 69.4 mmoles, described by C. C. Price et al., J. Amer. Chem. Soc., 69, 2261 (1947)] in 80% acetic acid (110 ml) and 98% sulfuric acid (0.97 ml). The solution was heated at 50° C. for 5 hr, cooled and poured into water (100 ml). After the addition of sodium bisulfite to destroy the unreacted iodine, the precipitate was collected, washed with water and recrystalliz... Starting materials: NCCC1N(CCC1)C (2-(2-aminoethyl)-1-methylpyrrolidine), C(O)([O-])=O.[Na+] (sodium hydrogen carbonate), C(=S)=S (carbon disulfide), ClC(=O)OCC (ethyl chloroformate). The solvent is O (water), O (water). Run at temperature 0 celsius. Yields the product N(=C=S)CCC1N(CCC1)C (2-(2-isothiocyanatoethyl)-1-methylpyrrolidine). Isolated yield 43.2%. Reaction SMILES: [C:1](=[S:3])=S.[NH2:4][CH2:5][CH2:6][CH:7]1[CH2:11][CH2:10][CH2:9][N:8]1[CH3:12].ClC(OCC)=O.C(=O)([O-])O.[Na+]>O>[N:4]([CH2:5][CH2:6][CH:7]1[CH2:11][CH2:10][CH2:9][N:8]1[CH3:12])=[C:1]=[S:3] |f:3.4|. Reported procedure: A mixture of carbon disulfide (0.996 mL, 16.57 mmol) in water (5 mL) was cooled to 0° C. Then 2-(2-aminoethyl)-1-methylpyrrolidine (2.4 mL, 16.57 mmol) was added over 45 minutes. The resulting mixture was maintained at 0° C. for an additional 30 minutes and then the cooling was discontinued. Next, ethyl chloroformate (1.58 mL, 16.57 mmol) was added over a 1 h period. The resulting mixture was maintained at room temperature for an additional 30 minutes and then made basic with saturated sodium hy... Yields the product C(C)(C)(C)NCC=1C=C(C=CC1)C1=NC(=NC=C1)NCCC1=CC=C(C=C1)O (4-(2-{4-[3-(tert-Butylamino-methyl)-phenyl]-pyrimidin-2-ylamino}-ethyl)-phenol). The solvent is C(Cl)Cl (methylene chloride). Reagents/catalysts: C=1C=CC(=CC1)[P](C=2C=CC=CC2)(C=3C=CC=CC3)[Pd]([P](C=4C=CC=CC4)(C=5C=CC=CC5)C=6C=CC=CC6)([P](C=7C=CC=CC7)(C=8C=CC=CC8)C=9C=CC=CC9)[P](C=1C=CC=CC1)(C=1C=CC=CC1)C=1C=CC=CC1 (Pd(PPh3)4). Procedure details: tert-Butyl-(3-{2-[2-(4-hydroxy-phenyl)-ethylamino]-pyrimidin-4-yl}benzyl)-carbamic acid allyl ester (intermediate 118, 176 mg) was dissolved in methylene chloride (5 mL), followed by addition of diisopropylethylamine (0.11 mL), 1,3-dimethylbarbituric acid (78 mg) then Pd(PPh3)4 (50 mg). The mixture was stirred at room temperature overnight. The mixture was washed with saturated NaHCO3, brine, dried over Na2SO4, filtered and chromatographed on silica gel with methylene chloride:methanol (95:5) to... Reactants: C(C)(C)N(CC)C(C)C (diisopropylethylamine), CN1C(=O)N(C(=O)CC1=O)C (1,3-dimethylbarbituric acid), C(C=C)OC(N(CC1=CC(=CC=C1)C1=NC(=NC=C1)NCCC1=CC=C(C=C1)O)C(C)(C)C)=O (tert-Butyl-(3-{2-[2-(4-hydroxy-phenyl)-ethylamino]-pyrimidin-4-yl}benzyl)-carbamic acid allyl ester), C(C=C)OC(N(CC1=CC(=CC=C1)C1=NC(=NC=C1)NCCC1=CC=C(C=C1)O)C(C)(C)C)=O (tert-Butyl-(3-{2-[2-(4-hydroxy-phenyl)-ethylamino]-pyrimidin-4-yl}benzyl)-carbamic acid allyl ester). Run at time 8 hour. RXN SMILES: C(OC(=O)[N:6]([C:30]([CH3:33])([CH3:32])[CH3:31])[CH2:7][C:8]1[CH:13]=[CH:12][CH:11]=[C:10]([C:14]2[CH:19]=[CH:18][N:17]=[C:16]([NH:20][CH2:21][CH2:22][C:23]3[CH:28]=[CH:27][C:26]([OH:29])=[CH:25][CH:24]=3)[N:15]=2)[CH:9]=1)C=C.C(N(C(C)C)CC)(C)C.CN1C(=O)CC(=O)N(C)C1=O>C(Cl)Cl.C1C=CC([P]([Pd]([P](C2C=CC=CC=2)(C2C=CC=CC=2)C2C=CC=CC=2)([P](C2C=CC=CC=2)(C2C=CC=CC=2)C2C=CC=CC=2)[P](C2C=CC=CC=2)(C2C=CC=CC=2)C2C=CC=CC=2)(C2C=CC=CC=2)C2C=CC=CC=2)=CC=1>[C:30]([NH:6][CH2:7][C:8]1[CH:9]=[C:10]([C:14]2[CH:19]=[CH:18][N:17]=[C:16]([NH:20][CH2:21][CH2:22][C:23]3[CH:24]=[CH:25][C:26]([OH:29])=[CH:27][CH:28]=3)[N:15]=2)[CH:11]=[CH:12][CH:13]=1)([CH3:33])([CH3:31])[CH3:32] |^1:61,63,82,101|. Yield: 77.8%. The reactants are COc1ccc(-c2nc(COc3ccc(F)c(C(N)=O)c3F)oc2Br)cc1, CC(=O)O, [Na+], [OH-], O. Product: COc1ccc(-c2coc(COc3ccc(F)c(C(N)=O)c3F)n2)cc1. As a reaction SMILES: [Br:1][c:2]1[c:3](-[c:20]2[cH:21][cH:22][c:23]([O:26][CH3:27])[cH:24][cH:25]2)[n:4][c:5]([CH2:7][O:8][c:9]2[c:10]([F:19])[c:11]([C:12](=[O:13])[NH2:14])[c:15]([F:18])[cH:16][cH:17]2)[o:6]1.[CH3:31][C:32](=[O:33])[OH:34].[Na+:30].[OH-:29].[OH2:28]>>[cH:2]1[c:3](-[c:20]2[cH:21][cH:22][c:23]([O:26][CH3:27])[cH:24][cH:25]2)[n:4][c:5]([CH2:7][O:8][c:9]2[c:10]([F:19])[c:11]([C:12](=[O:13])[NH2:14])[c:15]([F:18])[cH:16][cH:17]2)[o:6]1.